From a dataset of the Open Reaction Database (ORD), a public repository of structured organic reaction records. describe an organic reaction: reactants, conditions, products, and yield The reactants are COC(CC(C)(N1C=NC(=C1)[N+](=O)[O-])C)=O (3-Methyl-3-(4-nitro-imidazol-1-yl)-butyric acid methyl ester), FC=1C=C2CCC(CC2=C(C1)F)NC(C(=O)O)CCC (2-(6,8-Difluoro-1,2,3,4-tetrahydro-naphthalen-2-ylamino)-pentanoic acid). Yields the product COC(CC(C)(C)N1C=NC(=C1)NC(C(CCC)NC1CC2=C(C=C(C=C2CC1)F)F)=O)=O (3-{4-[2-(6,8-Difluoro-1,2,3,4-tetrahydro-naphthalen-2-ylamino)-pentanoylamino]-imidazol-1-yl}-3-methyl-butyric acid methyl ester). RXN SMILES: [CH3:1][O:2][C:3](=[O:16])[CH2:4][C:5]([CH3:15])([N:7]1[CH:11]=[C:10]([N+:12]([O-])=O)[N:9]=[CH:8]1)[CH3:6].[F:17][C:18]1[CH:19]=[C:20]2[C:25](=[C:26]([F:28])[CH:27]=1)[CH2:24][CH:23]([NH:29][CH:30]([CH2:34][CH2:35][CH3:36])[C:31](O)=[O:32])[CH2:22][CH2:21]2>>[CH3:1][O:2][C:3](=[O:16])[CH2:4][C:5]([N:7]1[CH:11]=[C:10]([NH:12][C:31](=[O:32])[CH:30]([NH:29][CH:23]2[CH2:22][CH2:21][C:20]3[C:25](=[C:26]([F:28])[CH:27]=[C:18]([F:17])[CH:19]=3)[CH2:24]2)[CH2:34][CH2:35][CH3:36])[N:9]=[CH:8]1)([CH3:15])[CH3:6]. Reported procedure: 3-Methyl-3-(4-nitro-imidazol-1-yl)-butyric acid methyl ester was reduced and coupled with 2-(6,8-Difluoro-1,2,3,4-tetrahydro-naphthalen-2-ylamino)-pentanoic acid to afford the title compound; MS 463.5 m/z (M+1). The reactants are BrCC(=O)C1=CC=C(C=C1)[N+](=O)[O-] (2-bromo-1-(4-nitrophenyl)ethanone), C(C)(=O)NC(=N)N (acetylguanidine), C(C)#N (acetonitrile), CO (methanol). The product is [N+](=O)([O-])C1=CC=C(C=C1)C=1N=C(NC1)CC(=O)N ((4-(4-nitro-phenyl)-1H-imidazole-2-yl]acetamide). As a reaction SMILES: BrCC([C:5]1[CH:10]=[CH:9][C:8]([N+:11]([O-:13])=[O:12])=[CH:7][CH:6]=1)=O.[C:14]([NH:17][C:18]([NH2:20])=N)(=O)[CH3:15].C[OH:22].[C:23](#[N:25])[CH3:24]>>[N+:11]([C:8]1[CH:7]=[CH:6][C:5]([C:14]2[N:17]=[C:18]([CH2:24][C:23]([NH2:25])=[O:22])[NH:20][CH:15]=2)=[CH:10][CH:9]=1)([O-:13])=[O:12]. Procedure details: A solution of 5.0 g (20.5 mmol) 2-bromo-1-(4-nitrophenyl)ethanone and 5.0 g (49.5 mmol) acetylguanidine in 70 mL acetonitrile was stirred for 4 hr at 40° C. and for an additional 72 hr at room temperature. The resulting precipitate was suctioned off in a mixture with methanol, refiltered, and dried. The solid (0.7 g) thus obtained was used without further purification. Reactants: [OH-].[Na+] (sodium hydroxide), C(C)(=O)C1=C(C(=C(CSC=2SC(=NN2)S)C=C1)CCC)O (2-[(4-acetyl-3-hydroxy-2-propylbenzyl)thio]-5-mercapto-1,3,4-thiadiazole), BrCCCCCCC(=O)O (7-bromoheptanoic acid), C([O-])([O-])=O.[K+].[K+] (potassium carbonate), Cl (hydrochloric acid). The reagents and catalysts are [Br-].C(CCC)[N+](CCCC)(CCCC)CCCC (tetra-n-butylammonium bromide). Run in C(C)(=O)OCC (ethyl acetate), C(C)C(=O)C (methyl ethyl ketone). Run at temperature 60 celsius, time 1 hour. The product is C(C)(=O)C1=C(C(=C(CSC2=NN=C(S2)SCCCCCCC(=O)O)C=C1)CCC)O (7-[[5-[(4-acetyl-3-hydroxy-2propylbenzyl)thio]-1,3,4-thiadiazol-2-yl]thio]heptanoic acid). Yield: 72.7%. As a reaction SMILES: [C:1]([C:4]1[CH:17]=[CH:16][C:7]([CH2:8][S:9][C:10]2[S:11][C:12]([SH:15])=[N:13][N:14]=2)=[C:6]([CH2:18][CH2:19][CH3:20])[C:5]=1[OH:21])(=[O:3])[CH3:2].Br[CH2:23][CH2:24][CH2:25][CH2:26][CH2:27][CH2:28][C:29]([OH:31])=[O:30].C(=O)([O-])[O-].[K+].[K+].[OH-].[Na+].Cl>[Br-].C([N+](CCCC)(CCCC)CCCC)CCC.C(OCC)(=O)C.C(C(C)=O)C>[C:1]([C:4]1[CH:17]=[CH:16][C:7]([CH2:8][S:9][C:10]2[S:11][C:12]([S:15][CH2:23][CH2:24][CH2:25][CH2:26][CH2:27][CH2:28][C:29]([OH:31])=[O:30])=[N:13][N:14]=2)=[C:6]([CH2:18][CH2:19][CH3:20])[C:5]=1[OH:21])(=[O:3])[CH3:2] |f:2.3.4,5.6,8.9|. Procedure: To a mixture of 0.20 g of 2-[(4-acetyl-3-hydroxy-2propylbenzyl)thio]-5-mercapto-1,3,4-thiadiazole obtained in Example 8, 0.15 g of 7-bromoheptanoic acid, 0.18 g of anhydrous potassium carbonate and 5 ml of methyl ethyl ketone was added a catalytic amount of tetra-n-butylammonium bromide. The mixture was stirred at 60° C. for 1 hour. An aqueous sodium hydroxide solution and ethyl acetate were added to the reaction solution to perform fractionation. The aqueous phase was made acidic with 2N hydroc... Starting materials: O=Cc1cn(CO)c2ccccc12, ClCCl, O=S(Cl)Cl. Product: O=Cc1cn(CCl)c2ccccc12. RXN SMILES: [CH:1](=[O:2])[c:3]1[cH:4][n:5]([CH2:12][OH:13])[c:6]2[cH:7][cH:8][cH:9][cH:10][c:11]12.[Cl:18][CH2:19][Cl:20].[S:14]([Cl:15])([Cl:16])=[O:17]>>[CH:1](=[O:2])[c:3]1[cH:4][n:5]([CH2:12][Cl:16])[c:6]2[cH:7][cH:8][cH:9][cH:10][c:11]12. Starting materials: Cc1cc(-c2cccc(C(=O)CC(=O)Nc3cc(OC(F)(F)F)ccc3NC(=O)OC(C)(C)C)c2)cc(C)n1, ClCCl, O=C(O)C(F)(F)F. The product is Cc1cc(-c2cccc(C3=Nc4ccc(OC(F)(F)F)cc4NC(=O)C3)c2)cc(C)n1. Reaction SMILES: [C:1]([O:2][C:3](=[O:4])[NH:7][c:8]1[c:9]([NH:19][C:20]([CH2:21][C:22](=[O:5])[c:24]2[cH:25][c:26](-[c:30]3[cH:31][c:32]([CH3:37])[n:33][c:34]([CH3:36])[cH:35]3)[cH:27][cH:28][cH:29]2)=[O:38])[cH:10][c:11]([O:14][C:15]([F:16])([F:17])[F:18])[cH:12][cH:13]1)([CH3:6])([CH3:23])[CH3:39].[Cl:47][CH2:48][Cl:49].[F:40][C:41]([F:42])([F:43])[C:44]([OH:45])=[O:46]>>[N:7]1=[C:22]([c:24]2[cH:25][c:26](-[c:30]3[cH:31][c:32]([CH3:37])[n:33][c:34]([CH3:36])[cH:35]3)[cH:27][cH:28][cH:29]2)[CH2:21][C:20](=[O:38])[NH:19][c:9]2[c:8]1[cH:13][cH:12][c:11]([O:14][C:15]([F:16])([F:17])[F:18])[cH:10]2. Reactants: C(=O)(OC(C)(C)C)N1CC(CC1)N (N-Boc-3-aminopyrrolidine), C([O-])(O)=O.[Na+] (sodium bicarbonate), Cl.C(C1=CC=CC=C1)N(CCCl)CCCl (benzylbis(2-chloroethyl)amine hydrochloride). Run in C(C)O (ethanol). Yields the product C(C1=CC=CC=C1)N1CCN(CC1)C1CN(CC1)C(=O)OC(C)(C)C (tert-Butyl 3-(4-benzylpiperazin-1-yl)pyrrolidine-1-carboxylate). Reaction SMILES: Cl.[CH2:2]([N:9]([CH2:13][CH2:14]Cl)[CH2:10][CH2:11]Cl)[C:3]1[CH:8]=[CH:7][CH:6]=[CH:5][CH:4]=1.[C:16]([N:23]1[CH2:27][CH2:26][CH:25]([NH2:28])[CH2:24]1)([O:18][C:19]([CH3:22])([CH3:21])[CH3:20])=[O:17].C(=O)(O)[O-].[Na+]>C(O)C>[CH2:2]([N:9]1[CH2:13][CH2:14][N:28]([CH:25]2[CH2:26][CH2:27][N:23]([C:16]([O:18][C:19]([CH3:22])([CH3:21])[CH3:20])=[O:17])[CH2:24]2)[CH2:11][CH2:10]1)[C:3]1[CH:8]=[CH:7][CH:6]=[CH:5][CH:4]=1 |f:0.1,3.4|. Procedure: 6.23 g (26.8 mmol) of benzylbis(2-chloroethyl)amine hydrochloride were dissolved in ethanol (100 ml) and, while stirring, 5.00 g (26.8 mmol) of N-Boc-3-aminopyrrolidine and 9.02 g (107 mmol) of sodium bicarbonate were added. The resulting reaction solution was heated under reflux for 4 h. The cooled reaction mixture was concentrated in vacuo, 100 ml of water were added, and the aqueous phase was extracted with ethyl acetate (4×60 ml). The combined organic phases were washed with saturated aqueou...